This data is from the Open Reaction Database (ORD), a public repository of structured organic reaction records. The task is: describe an organic reaction: reactants, conditions, products, and yield Reactants: CC(C)(C)OC(=O)Nc1cn(-c2ccccc2)nc1NC(=O)c1cc2ccc(CC(=O)NCc3ccccc3)cc2s1, CO, Cl, C1COCCO1. Yields the product Nc1cn(-c2ccccc2)nc1NC(=O)c1cc2ccc(CC(=O)NCc3ccccc3)cc2s1. As a reaction SMILES: [CH2:1]([c:2]1[cH:3][cH:4][cH:5][cH:6][cH:7]1)[NH:8][C:9]([CH2:10][c:11]1[cH:12][c:13]2[c:14]([cH:15][c:16]([C:18](=[O:19])[NH:20][c:21]3[n:22][n:23](-[c:34]4[cH:35][cH:36][cH:37][cH:38][cH:39]4)[cH:24][c:25]3[NH:26][C:27](=[O:28])[O:29][C:30]([CH3:31])([CH3:32])[CH3:33])[s:17]2)[cH:40][cH:41]1)=[O:42].[CH3:44][OH:45].[ClH:43].[O:46]1[CH2:47][CH2:48][O:49][CH2:50][CH2:51]1>>[CH2:1]([c:2]1[cH:3][cH:4][cH:5][cH:6][cH:7]1)[NH:8][C:9]([CH2:10][c:11]1[cH:12][c:13]2[c:14]([cH:15][c:16]([C:18](=[O:19])[NH:20][c:21]3[n:22][n:23](-[c:34]4[cH:35][cH:36][cH:37][cH:38][cH:39]4)[cH:24][c:25]3[NH2:26])[s:17]2)[cH:40][cH:41]1)=[O:42]. Starting materials: CC1C2CC(C(C=CC=C(CC3=CC(=C(C(=C3)OC)Cl)N(C(=O)CC(C4(C1O4)C)OC(=O)CC(C)C)C)C)OC)(NC(=O)O2)O (Ansamitocins), O1CCCC1 (Tetrahydrofuran), LiAl(OMe)3H, O1CCCC1 (tetrahydrofuran). Run in O (water). Conditions: temperature -50 celsius. The product is CC1C2CC(C(/C=C/C=C(/CC3=CC(=C(C(=C3)OC)Cl)N(C(=O)CC(C4(C1O4)C)O)C)\C)OC)(NC(=O)O2)O (maytansinol). Yield: 82.5%. RXN SMILES: [CH3:1][CH:2]1[CH:27]2[O:28][C:26]2([CH3:29])[CH:25]([O:30]C(CC(C)C)=O)[CH2:24][C:22](=[O:23])[N:21]([CH3:37])[C:14]2=[C:15]([Cl:20])[C:16]([O:18][CH3:19])=[CH:17][C:12](=[CH:13]2)[CH2:11][C:10]([CH3:38])=[CH:9][CH:8]=[CH:7][CH:6]([O:39][CH3:40])[C:5]2([OH:45])[NH:41][C:42]([O:44][CH:3]1[CH2:4]2)=[O:43].O1CCCC1>O>[CH3:1][CH:2]1[CH:27]2[O:28][C:26]2([CH3:29])[CH:25]([OH:30])[CH2:24][C:22](=[O:23])[N:21]([CH3:37])[C:14]2=[C:15]([Cl:20])[C:16]([O:18][CH3:19])=[CH:17][C:12](=[CH:13]2)[CH2:11][C:10]([CH3:38])=[CH:9][CH:8]=[CH:7][CH:6]([O:39][CH3:40])[C:5]2([OH:45])[NH:41][C:42]([O:44][CH:3]1[CH2:4]2)=[O:43]. Procedure: Ansamitocins (3.0 g, 4.72 mmol) were weighed into a three necked flask equipped with a thermometer. Tetrahydrofuran (15 mL) was added to the flask with stirring and the flask was cooled in a −50° C. cooling bath. Once the contents of the flask reached −35° C., a solution of 0.67 M LiAl(OMe)3H in tetrahydrofuran (56 mL, 37.7 mmol) was added dropwise by syringe using a syringe pump. The temperature of the reaction was maintained between −30° C. and −40° C. throughout the addition. After addition w... Starting materials: CCO, Fc1cc(I)ccc1Nc1cnccc1-c1n[nH]c(=S)o1, CI, [Na+], [OH-]. Product: CSc1nnc(-c2ccncc2Nc2ccc(I)cc2F)o1. As a reaction SMILES: [CH3:26][CH2:27][OH:28].[F:1][c:2]1[c:3]([NH:9][c:10]2[cH:11][n:12][cH:13][cH:14][c:15]2-[c:16]2[n:17][nH:18][c:19](=[S:21])[o:20]2)[cH:4][cH:5][c:6]([I:8])[cH:7]1.[I:22][CH3:23].[Na+:25].[OH-:24]>>[F:1][c:2]1[c:3]([NH:9][c:10]2[cH:11][n:12][cH:13][cH:14][c:15]2-[c:16]2[n:17][n:18][c:19]([S:21][CH3:23])[o:20]2)[cH:4][cH:5][c:6]([I:8])[cH:7]1. Product: [N+](=O)([O-])C=1C=C(C=CC1)C1C(=C(NC(=C1C(=O)OCC=CC=CC1=CC=CC=C1)C)C)C(=O)OCC (ethyl 5-phenyl-2,4-pentadienyl 4-(3-nitrophenyl)-2,6-dimethyl-1,4-dihydropyridine-3,5-dicarboxylate). Yield: 93.0%. Procedure details: 346 mg (1 mM) of 4-(3-nitrophenyl)-2,6-dimethyl-3-ethoxycarbonyl-1,4-dihydropyridine-5-carboxylic acid, 226 mg (1.1 mM) of dicyclohexylcarbodiimide, 122 mg (1 mM) of 4-dimethylaminopyridine and 192 mg (1.2 mM) of 5phenyl-2,4-pentadien-1-ol were dissolved in 10 ml of dichloroethane, and refluxed for 2 hours. Thereafter, the reaction mixture was treated in the same manner as Example 48, and 454 mg of ethyl 5-phenyl-2,4-pentadienyl 4-(3-nitrophenyl)-2,6-dimethyl-1,4-dihydropyridine-3,5-dicarboxylat... As a reaction SMILES: [N+:1]([C:4]1[CH:5]=[C:6]([CH:10]2[C:15]([C:16](O)=[O:17])=[C:14]([CH3:19])[NH:13][C:12]([CH3:20])=[C:11]2[C:21]([O:23][CH2:24][CH3:25])=[O:22])[CH:7]=[CH:8][CH:9]=1)([O-:3])=[O:2].C1(N=C=NC2CCCCC2)CCCCC1.[C:41]1([CH:47]=[CH:48][CH:49]=[CH:50][CH2:51][OH:52])[CH:46]=[CH:45][CH:44]=[CH:43][CH:42]=1>CN(C)C1C=CN=CC=1.ClC(Cl)C>[N+:1]([C:4]1[CH:5]=[C:6]([CH:10]2[C:15]([C:16]([O:52][CH2:51][CH:50]=[CH:49][CH:48]=[CH:47][C:41]3[CH:46]=[CH:45][CH:44]=[CH:43][CH:42]=3)=[O:17])=[C:14]([CH3:19])[NH:13][C:12]([CH3:20])=[C:11]2[C:21]([O:23][CH2:24][CH3:25])=[O:22])[CH:7]=[CH:8][CH:9]=1)([O-:3])=[O:2]. The reactants are [N+](=O)([O-])C=1C=C(C=CC1)C1C(=C(NC(=C1C(=O)O)C)C)C(=O)OCC (4-(3-nitrophenyl)-2,6-dimethyl-3-ethoxycarbonyl-1,4-dihydropyridine-5-carboxylic acid), C1(CCCCC1)N=C=NC1CCCCC1 (dicyclohexylcarbodiimide), C1(=CC=CC=C1)C=CC=CCO (5phenyl-2,4-pentadien-1-ol). Run in ClC(C)Cl (dichloroethane). The reagents and catalysts are CN(C1=CC=NC=C1)C (4-dimethylaminopyridine). Starting materials: C1CC1CN2CC[C@]34[C@@H]5C(=O)CC[C@]3([C@H]2CC6=C4C(=C(C=C6)O)O5)O (N-cyclopropylmethylnoroxymorphone), CC(=O)C (acetone), CBr (methyl bromide). Solvent: CN(C=O)C (dimethylformamide). Yields the product C[N+]1(CC[C@]23[C@@H]4C(=O)CC[C@]2([C@H]1CC5=C3C(=C(C=C5)O)O4)O)CC6CC6.[Br-] (N-Cyclopropylmethyl-noroxymorphone methobromide). As a reaction SMILES: [CH2:1]1[CH:3]([CH2:4][N:5]2[C@@H:15]3[CH2:16][C:17]4[CH:22]=[CH:21][C:20]([OH:23])=[C:19]5[O:24][C@H:9]6[C:10]([CH2:12][CH2:13][C@:14]3([OH:25])[C@:8]6([C:18]=45)[CH2:7][CH2:6]2)=[O:11])[CH2:2]1.[CH3:26]C(C)=O.C[Br:31]>CN(C)C=O>[CH3:26][N+:5]1([CH2:4][CH:3]2[CH2:2][CH2:1]2)[C@@H:15]2[CH2:16][C:17]3[CH:22]=[CH:21][C:20]([OH:23])=[C:19]4[O:24][C@H:9]5[C:10]([CH2:12][CH2:13][C@:14]2([OH:25])[C@:8]5([C:18]=34)[CH2:7][CH2:6]1)=[O:11].[Br-:31] |f:4.5|. Procedure: 2.5 gm (7.35 millimols) of N-cyclopropylmethylnoroxymorphone were dissolved in a mixture consisting of 50 ml of absolute acetone and 0.5 ml of dimethylformamide, and the resulting solution was admixed with 4.25 gm (44.8 millimols) of methyl bromide. The reaction mixture was then allowed to stand for three weeks at room temperature in a sealed pressure vessel. Thereafter, the contents of the vessel were evaporated, and the residue was crystallized from methanol and recrystallized from methanol/et...